Dataset: the Open Reaction Database (ORD), a public repository of structured organic reaction records. Task: describe an organic reaction: reactants, conditions, products, and yield The reactants are Cl (hydrochloric acid), C1(=CC=CC=C1)C#CCOCCN1C(=NC=2C(=NC(=C(C21)C)C)OC2=CC=CC=C2)C (1-[2,6,7-Trimethyl-4-phenoxy-1H-imidazo[4,5-c]pyridin-1-yl]eth-2-yl (3-phenylprop-2-ynyl) ether), C(C)(=O)[O-].[NH4+] (ammonium acetate), teflon. Run at temperature 150 celsius. The product is CC=1N(C2=C(C(=NC(=C2C)C)N)N1)CCOCC#CC1=CC=CC=C1 (2,6,7-trimethyl-1-{2-[(3-phenylprop-2-ynyl)oxy]ethyl}-1H-imidazo[4,5-c]pyridin-4-amine). Isolated yield 41.2%. RXN SMILES: [C:1]1([C:7]#[C:8][CH2:9][O:10][CH2:11][CH2:12][N:13]2[C:21]3[C:20]([CH3:22])=[C:19]([CH3:23])[N:18]=[C:17](OC4C=CC=CC=4)[C:16]=3[N:15]=[C:14]2[CH3:31])[CH:6]=[CH:5][CH:4]=[CH:3][CH:2]=1.C([O-])(=O)C.[NH4+:36].Cl>>[CH3:31][C:14]1[N:13]([CH2:12][CH2:11][O:10][CH2:9][C:8]#[C:7][C:1]2[CH:6]=[CH:5][CH:4]=[CH:3][CH:2]=2)[C:21]2[C:20]([CH3:22])=[C:19]([CH3:23])[N:18]=[C:17]([NH2:36])[C:16]=2[N:15]=1 |f:1.2|. Procedure: 1-[2,6,7-Trimethyl-4-phenoxy-1H-imidazo[4,5-c]pyridin-1-yl]eth-2-yl (3-phenylprop-2-ynyl) ether (5.4 g, 13.122 mmol) from Part H and ammonium acetate (54 g) were combined in a glass pressure vessel. The vessel was sealed with a teflon screw cap, and the reaction mixture was heated to 150° C. for 45 hours. The reaction was essentially complete, and the resulting reaction solution was cooled with an ice bath, acidified to a pH of 1 with 10% hydrochloric acid, and washed with dichloromethane (3×500... Starting materials: C(=O)[C@H]1CN(C[C@@H]1C1=CSC=C1)[C@@H](C(=O)OCC1=CC=C(C=C1)OC)CC1CCC1 (2-(R)-(3-(R)-formyl-4-(S)-(3-thienyl)pyrrolidin-1-yl)-3-(cyclobutyl)propanoic acid, (4-methoxy)benzyl ester), C1(=CC=CC=C1)CCCC1CCNCC1 (4-(3-phenylpropyl)piperidine), Cl (HCl). The product is C1(=CC=CC=C1)CCCC1CCN(CC1)C[C@H]1CN(C[C@@H]1C1=CSC=C1)[C@@H](C(=O)OCC1=CC=C(C=C1)OC)CC1CCC1 (2-(R)-(3-(S)-((4-(3-Phenylpropyl)piperidin-1-yl)methyl)-4-(S)-(3-thienyl)pyrrolidin-1-yl)-3-(cyclobutyl)propanoic acid, (4-methoxy)benzyl ester). The yield is 89.8%. RXN SMILES: [CH:1]([C@@H:3]1[C@@H:7]([C:8]2[CH:12]=[CH:11][S:10][CH:9]=2)[CH2:6][N:5]([C@H:13]([CH2:26][CH:27]2[CH2:30][CH2:29][CH2:28]2)[C:14]([O:16][CH2:17][C:18]2[CH:23]=[CH:22][C:21]([O:24][CH3:25])=[CH:20][CH:19]=2)=[O:15])[CH2:4]1)=O.[C:31]1([CH2:37][CH2:38][CH2:39][CH:40]2[CH2:45][CH2:44][NH:43][CH2:42][CH2:41]2)[CH:36]=[CH:35][CH:34]=[CH:33][CH:32]=1.Cl>>[C:31]1([CH2:37][CH2:38][CH2:39][CH:40]2[CH2:41][CH2:42][N:43]([CH2:1][C@@H:3]3[C@@H:7]([C:8]4[CH:12]=[CH:11][S:10][CH:9]=4)[CH2:6][N:5]([C@H:13]([CH2:26][CH:27]4[CH2:30][CH2:29][CH2:28]4)[C:14]([O:16][CH2:17][C:18]4[CH:19]=[CH:20][C:21]([O:24][CH3:25])=[CH:22][CH:23]=4)=[O:15])[CH2:4]3)[CH2:44][CH2:45]2)[CH:36]=[CH:35][CH:34]=[CH:33][CH:32]=1. Reported procedure: The title compound was prepared from 20 mg (0.046 mmol) of 2-(R)-(3-(R)-formyl-4-(S)-(3-thienyl)pyrrolidin-1-yl)-3-(cyclobutyl)propanoic acid, (4-methoxy)benzyl ester (from EXAMPLE 87, Step F) and 12.9 mg (0.046 mmol) of 4-(3-phenylpropyl)piperidine.HCl using a procedure analogous to that described in EXAMPLE 1, Step J to provide 25.4 mg (88%) of the title compound: RF: 0.47 (3:2 v/v hexanes/EtOAc); 1H NMR (300 Mhz) δ 1.10-3.22 (m, 3H), 3.80 (s, 3H), 5.07 (ABq, J=11.9,2H), 6.85-6.93 (m, 4H), 7.1... The reactants are NC1=NC=2C=C(C=CC2C2=C1N=C(N2CC(C)(O)C)COCC)Br (1-(4-amino-7-bromo-2-ethoxymethyl-1H-imidazo[4,5-c]quinolin-1-yl)-2-methylpropan-2-ol), N1C(CCC1)=O (2-pyrrolidinone), O1C(NCC1)=O (2-oxazolidinone), BrC=1C=CC=2C3=C(C(=NC2C1)N)N=C(N3CCCOC(C)C)COCC (7-bromo-2-ethoxymethyl-1-(3-isopropoxypropyl)-1H-imidazo[4,5-c]quinolin-4-amine). Yields the product NC1=NC=2C=C(C=CC2C2=C1N=C(N2CC(C)(C)O)COCC)N2C(OCC2)=O (3-[4-amino-2-ethoxymethyl-1-(2-hydroxy-2-methylpropyl)-1H-imidazo[4,5-c]quinolin-7-yl]oxazolidin-2-one). RXN SMILES: [NH2:1][C:2]1[C:11]2[N:12]=[C:13]([CH2:20][O:21][CH2:22][CH3:23])[N:14]([CH2:15][C:16]([CH3:19])([OH:18])[CH3:17])[C:10]=2[C:9]2[CH:8]=[CH:7][C:6](Br)=[CH:5][C:4]=2[N:3]=1.[O:25]1[CH2:29][CH2:28][NH:27][C:26]1=[O:30].BrC1C=CC2C3N(CCCOC(C)C)C(COCC)=NC=3C(N)=NC=2C=1.N1CCCC1=O>>[NH2:1][C:2]1[C:11]2[N:12]=[C:13]([CH2:20][O:21][CH2:22][CH3:23])[N:14]([CH2:15][C:16]([OH:18])([CH3:19])[CH3:17])[C:10]=2[C:9]2[CH:8]=[CH:7][C:6]([N:27]3[CH2:28][CH2:29][O:25][C:26]3=[O:30])=[CH:5][C:4]=2[N:3]=1. Reported procedure: The general method described in Part E of Example 1 was followed using 1-(4-amino-7-bromo-2-ethoxymethyl-1H-imidazo[4,5-c]quinolin-1-yl)-2-methylpropan-2-ol and 2-oxazolidinone as reactants in lieu of 7-bromo-2-ethoxymethyl-1-(3-isopropoxypropyl)-1H-imidazo[4,5-c]quinolin-4-amine and 2-pyrrolidinone. The product, 3-[4-amino-2-ethoxymethyl-1-(2-hydroxy-2-methylpropyl)-1H-imidazo[4,5-c]quinolin-7-yl]oxazolidin-2-one, was isolated as a flocculent white solid, mp >250° C.